From a dataset of the Open Reaction Database (ORD), a public repository of structured organic reaction records. describe an organic reaction: reactants, conditions, products, and yield Reaction SMILES: [BH4-:34].[CH3:36][OH:37].[Na+:35].[O:1]=[C:2]1[CH2:3][CH2:4][c:5]2[cH:6][cH:7][cH:8][c:9]([N:12]3[CH2:13][CH2:14][N:15]([CH2:18][CH2:19][CH2:20][CH2:21][O:22][c:23]4[cH:24][cH:25][c:26]5[cH:27][cH:28][c:29](=[O:33])[nH:30][c:31]5[n:32]4)[CH2:16][CH2:17]3)[c:10]2[CH2:11]1>>[OH:1][CH:2]1[CH2:3][CH2:4][c:5]2[cH:6][cH:7][cH:8][c:9]([N:12]3[CH2:13][CH2:14][N:15]([CH2:18][CH2:19][CH2:20][CH2:21][O:22][c:23]4[cH:24][cH:25][c:26]5[cH:27][cH:28][c:29](=[O:33])[nH:30][c:31]5[n:32]4)[CH2:16][CH2:17]3)[c:10]2[CH2:11]1. Starting materials: [BH4-], CO, [Na+], O=C1CCc2cccc(N3CCN(CCCCOc4ccc5ccc(=O)[nH]c5n4)CC3)c2C1. Yields the product O=c1ccc2ccc(OCCCCN3CCN(c4cccc5c4CC(O)CC5)CC3)nc2[nH]1. Reactants: NC1=CC(=C(C(=O)O)C=C1Cl)OCC=C (4-amino-5-chloro-2-(2-propenyloxy)benzoic acid), N12CCCC(CC1)(C2)CN (1-azabicyclo[3.2.1]octan-5-methanamine). Yields the product NC1=CC(=C(C(=O)NCC23CCCN(CC2)C3)C=C1Cl)OCC=C (4-Amino-N-(1-azabicyclo[3.2.1]oct-5-ylmethyl)-5-chloro-2-(2-propenyloxy)benzamide). As a reaction SMILES: [NH2:1][C:2]1[C:10]([Cl:11])=[CH:9][C:5]([C:6]([OH:8])=O)=[C:4]([O:12][CH2:13][CH:14]=[CH2:15])[CH:3]=1.[N:16]12[CH2:23][C:20]([CH2:24][NH2:25])([CH2:21][CH2:22]1)[CH2:19][CH2:18][CH2:17]2>>[NH2:1][C:2]1[C:10]([Cl:11])=[CH:9][C:5]([C:6]([NH:25][CH2:24][C:20]23[CH2:23][N:16]([CH2:22][CH2:21]2)[CH2:17][CH2:18][CH2:19]3)=[O:8])=[C:4]([O:12][CH2:13][CH:14]=[CH2:15])[CH:3]=1. Reported procedure: Following the procedure of Example 1, the title compound is prepared from 4-amino-5-chloro-2-(2-propenyloxy)benzoic acid and 1-azabicyclo[3.2.1]octan-5-methanamine. Starting materials: BrC1=CN=C2C(=N1)C(=CN2COCC[Si](C)(C)C)C(=O)NC(C)(C)C (2-bromo-N-tert-butyl-5-((2-(trimethylsilyl)ethoxy)methyl)-5H-pyrrolo[3,2-b]pyrazine-7-carboxamide), IC1=NN(C2=NC=CC=C21)C (3-iodo-1-methyl-1H-pyrazolo[3,4-b]pyridine), CCCC[Sn](CCCC)CCCC.CCCC[Sn](CCCC)CCCC (hexabutylditin). The reagents and catalysts are C=1C=CC(=CC1)[P](C=2C=CC=CC2)(C=3C=CC=CC3)[Pd]([P](C=4C=CC=CC4)(C=5C=CC=CC5)C=6C=CC=CC6)([P](C=7C=CC=CC7)(C=8C=CC=CC8)C=9C=CC=CC9)[P](C=1C=CC=CC1)(C=1C=CC=CC1)C=1C=CC=CC1 (tetrakis(triphenylphosphine)palladium). Run in CN(C)C=O (DMF). Conditions: temperature 125 celsius. Product: C(C)(C)(C)NC(=O)C1=CN(C=2C1=NC(=CN2)C2=NN(C1=NC=CC=C12)C)COCC[Si](C)(C)C (N-tert-butyl-2-(1-methyl-1H-pyrazolo[3,4-b]pyridin-3-yl)-5-((2-(trimethylsilyl)ethoxy)methyl)-5H-pyrrolo[3,2-b]pyrazine-7-carboxamide). Yield: 68.2%. RXN SMILES: Br[C:2]1[N:7]=[C:6]2[C:8]([C:19]([NH:21][C:22]([CH3:25])([CH3:24])[CH3:23])=[O:20])=[CH:9][N:10]([CH2:11][O:12][CH2:13][CH2:14][Si:15]([CH3:18])([CH3:17])[CH3:16])[C:5]2=[N:4][CH:3]=1.I[C:27]1[C:35]2[C:30](=[N:31][CH:32]=[CH:33][CH:34]=2)[N:29]([CH3:36])[N:28]=1.CCCC[Sn](CCCC)CCCC.CCCC[Sn](CCCC)CCCC>CN(C=O)C.C1C=CC([P]([Pd]([P](C2C=CC=CC=2)(C2C=CC=CC=2)C2C=CC=CC=2)([P](C2C=CC=CC=2)(C2C=CC=CC=2)C2C=CC=CC=2)[P](C2C=CC=CC=2)(C2C=CC=CC=2)C2C=CC=CC=2)(C2C=CC=CC=2)C2C=CC=CC=2)=CC=1>[C:22]([NH:21][C:19]([C:8]1[C:6]2=[N:7][C:2]([C:27]3[C:35]4[C:30](=[N:31][CH:32]=[CH:33][CH:34]=4)[N:29]([CH3:36])[N:28]=3)=[CH:3][N:4]=[C:5]2[N:10]([CH2:11][O:12][CH2:13][CH2:14][Si:15]([CH3:18])([CH3:17])[CH3:16])[CH:9]=1)=[O:20])([CH3:25])([CH3:24])[CH3:23] |f:2.3,^1:40,53,71,73,92,111|. Reported procedure: To a solution of 2-bromo-N-tert-butyl-5-((2-(trimethylsilyl)ethoxy)methyl)-5H-pyrrolo[3,2-b]pyrazine-7-carboxamide (400 mg, 936 μmol) and 3-iodo-1-methyl-1H-pyrazolo[3,4-b]pyridine (364 mg, 1.4 mmol) in DMF (8 mL) was added hexabutylditin (814 mg, 709 μL, 1.4 mmol) then the mixture was purged with nitrogen for 10 min. Tetrakis(triphenylphosphine)palladium (0) (54.1 mg, 46.8 μmol) was added and the reaction mixture was heated at 125° C. After 18 h the mixture was filtered through a pad of Celite ...